From a dataset of the Open Reaction Database (ORD), a public repository of structured organic reaction records. describe an organic reaction: reactants, conditions, products, and yield Starting materials: [BH4-].[Na+] (sodium borohydride), BrC=1C=CC=2N(C1)C(=CN2)C=O (6-bromo-imidazo[1,2-a]pyridine-3-carbaldehyde), N1CCOCC1 (morpholine), C(C)(=O)O (acetic acid). The solvent is C1(=CC=CC=C1)C (toluene). Product: BrC=1C=CC=2N(C1)C(=CN2)CN2CCOCC2 (6-Bromo-3-(morpholin-4-yl)methyl-imidazo[1,2-a]pyridine). Yield: 42.4%. Reaction SMILES: [Br:1][C:2]1[CH:3]=[CH:4][C:5]2[N:6]([C:8]([CH:11]=O)=[CH:9][N:10]=2)[CH:7]=1.[NH:13]1[CH2:18][CH2:17][O:16][CH2:15][CH2:14]1.C(O)(=O)C.[BH4-].[Na+]>C1(C)C=CC=CC=1>[Br:1][C:2]1[CH:3]=[CH:4][C:5]2[N:6]([C:8]([CH2:11][N:13]3[CH2:18][CH2:17][O:16][CH2:15][CH2:14]3)=[CH:9][N:10]=2)[CH:7]=1 |f:3.4|. Procedure: Reflux a solution of 6-bromo-imidazo[1,2-a]pyridine-3-carbaldehyde (J. Med. Chem. 1970, 13(6), 1048-51; 0.45 g, 1.99 mmol), morpholine (1.7 g, 19.9 mmol), and acetic acid (0.12 mL, 1.99 mmol) in toluene (200 mL) for 3 h. Concentrate to dryness and re-dissolve in methanol (100 mL). Add sodium borohydride (0.226 g, 5.99 mmol) in portions and stir for 30 min. Concentrate to ˜25 mL, dilute with saturated aqueous sodium bicarbonate, extract into ethyl acetate, combine and concentrate. Flash chromatog... As a reaction SMILES: [CH2:1]([CH3:2])[O:3][C:4]([CH2:5][c:6]1[cH:7][cH:8][c:9]([O:12][CH2:13][CH:14]=[C:15]([CH3:16])[c:17]2[cH:18][c:19]3[c:27]([cH:28][cH:29]2)-[c:26]2[c:21]([cH:22][cH:23][cH:24][cH:25]2)[CH2:20]3)[cH:10][cH:11]1)=[O:30].[CH3:31][OH:32].[Na+:34].[OH-:33]>>[O:3]=[C:4]([CH2:5][c:6]1[cH:7][cH:8][c:9]([O:12][CH2:13][CH:14]=[C:15]([CH3:16])[c:17]2[cH:18][c:19]3[c:27]([cH:28][cH:29]2)-[c:26]2[c:21]([cH:22][cH:23][cH:24][cH:25]2)[CH2:20]3)[cH:10][cH:11]1)[OH:30]. Reactants: CCOC(=O)Cc1ccc(OCC=C(C)c2ccc3c(c2)Cc2ccccc2-3)cc1, CO, [Na+], [OH-]. Yields the product CC(=CCOc1ccc(CC(=O)O)cc1)c1ccc2c(c1)Cc1ccccc1-2. Starting materials: CCO, Clc1ccc2c(Cl)ncnc2c1, Nc1ccc(S(=O)(=O)O)cc1. The product is O=S(=O)(O)c1ccc(Nc2ncnc3cc(Cl)ccc23)cc1. RXN SMILES: [CH3:24][CH2:25][OH:26].[Cl:12][c:13]1[n:14][cH:15][n:16][c:17]2[cH:18][c:19]([Cl:23])[cH:20][cH:21][c:22]12.[S:1](=[O:2])([c:3]1[cH:4][cH:5][c:6]([NH2:9])[cH:7][cH:8]1)(=[O:10])[OH:11]>>[S:1](=[O:2])([c:3]1[cH:4][cH:5][c:6]([NH:9][c:13]2[n:14][cH:15][n:16][c:17]3[cH:18][c:19]([Cl:23])[cH:20][cH:21][c:22]23)[cH:7][cH:8]1)(=[O:10])[OH:11]. Starting materials: Cl (Hydrogen chloride), ClC1=CC=C(C=C1)[C@H](CC(=O)O)C1CC1 ((3R)-3-(4-chlorophenyl)-3-cyclopropylpropanoic acid), CO (methanol). Conditions: time 18 hour. Product: ClC1=CC=C(C=C1)[C@H](CC(=O)OC)C1CC1 (Methyl (3R)-3-(4-chlorophenyl)-3-cyclopropylpropanoate). Isolated yield 84.0%. As a reaction SMILES: Cl.[Cl:2][C:3]1[CH:8]=[CH:7][C:6]([C@@H:9]([CH:14]2[CH2:16][CH2:15]2)[CH2:10][C:11]([OH:13])=[O:12])=[CH:5][CH:4]=1.[CH3:17]O>>[Cl:2][C:3]1[CH:4]=[CH:5][C:6]([C@@H:9]([CH:14]2[CH2:15][CH2:16]2)[CH2:10][C:11]([O:13][CH3:17])=[O:12])=[CH:7][CH:8]=1. Procedure: Hydrogen chloride gas is bubbled into a solution of (3R)-3-(4-chlorophenyl)-3-cyclopropylpropanoic acid (5.79 g, 25.85 mmol) in methanol (100 ml) at 0° C. for 30 seconds. The solution is allowed to warm to room temperature and stirred for 18 hours. The solution is concentrated in vacuo, diluted with chloroform (100 ml) and washed with 5% aqueous sodium bicarbonate (100 ml). The organic layer is dried over anhydrous sodium sulfate and concentrated in vacuo. The residue is chromatographed on silic... Starting materials: OC1=CC=C(C=C)C=C1 (4-Hydroxy styrene), OO.NC(=O)N (urea hydrogen peroxide), CC1(OC[C@H]2[C@@H](O1)[C@H]3[C@@](O2)(OC(O3)(C)C)C(=O)O)C.O (2,3:4,6-di-O-isopropylidene-2-keto-L-gulonic acid monohydrate). Solvent: ClCCl.O1CCCC1 (dichloromethane tetrahydrofuran). The product is OC1=CC=C(C=C1)C1OC1 (4-hydroxyphenyloxirane). Yield: 66.0%. Reaction SMILES: [OH:1][C:2]1[CH:9]=[CH:8][C:5]([CH:6]=[CH2:7])=[CH:4][CH:3]=1.OO.NC(N)=[O:14].CC1(C)O[C@H]2[C@@H]3OC(C)(C)O[C@]3(C(O)=O)O[C@H]2CO1.O>ClCCl.O1CCCC1>[OH:1][C:2]1[CH:9]=[CH:8][C:5]([CH:6]2[CH2:7][O:14]2)=[CH:4][CH:3]=1 |f:1.2,3.4,5.6|. Procedure details: Fifth recycle 4-Hydroxy styrene: 1 g, 8.3 mmol, urea hydrogen peroxide: 3 g, 32 mmol, Immobilized lipase: 87 mg, 2,3:4,6-di-O-isopropylidene-2-keto-L-gulonic acid monohydrate: 0.3 g, 1.03 mmol, dry dichloromethane:tetrahydrofuran (4:1): 15 mL. Same procedure was followed as described in example ‘1’. Reaction time: 20 hours, Yield: 66%. The reactants are [ 71 ], C([O-])([O-])=O.[K+].[K+] (potassium carbonate), C(CC(=O)C)(=O)OCC (ethyl acetoacetate), ICCC (1-iodopropane), O (water). The reagents and catalysts are O.[Cl-].C(CCC)[N+](CCCC)(CCCC)CCCC (tetrabutylammonium chloride hydrate). Run in C(Cl)(Cl)Cl (chloroform). Reaction conditions: time 40 hour. Product: C(CC)C(C(=O)OCC)C(=O)C (Ethyl 2-(n-propyl)acetoacetate). As a reaction SMILES: C(=O)([O-])[O-].[K+].[K+].[C:7]([O:13][CH2:14][CH3:15])(=[O:12])[CH2:8][C:9]([CH3:11])=[O:10].I[CH2:17][CH2:18][CH3:19].O>O.[Cl-].C([N+](CCCC)(CCCC)CCCC)CCC.C(Cl)(Cl)Cl>[CH2:17]([CH:8]([C:9]([CH3:11])=[O:10])[C:7]([O:13][CH2:14][CH3:15])=[O:12])[CH2:18][CH3:19] |f:0.1.2,6.7.8|. Procedure: Keto ester 9 was synthesized according to the method of Barbry et. al. [71]. A mixture of potassium carbonate (14 g, 0.10 mol), ethyl acetoacetate (4.3 g, 33 mmol), 1-iodopropane (5.7 g, 33.7 mmol), tetrabutylammonium chloride hydrate (10 g), water (50 mL) and chloroform (50 mL) was stirred at room temperature for 40 h. The aqueous layer was then separated, acidified with 5M hydrochloric acid and extracted with ether. The organic portions were combined, concentrated and the residual tetrabutylam... The reactants are COC1=CC=C(C=C1)N1C([C@H]([C@H]1C=C(C)C)OC(C)=O)=O ((±)-cis-N-(4-methoxyphenyl)-3-acetyloxy-4-isobutenylazetidin-2-one), ceric ammonium nitrate. Run in C(C)#N (acetonitrile), O (water). Conditions: time 10 minute. Yields the product C(C)(=O)O[C@@H]1C(N[C@@H]1C=C(C)C)=O ((±)-cis-3-Acetyloxy-4-isobutenylazetidin-2-one). The yield is 91.3%. RXN SMILES: COC1C=CC([N:9]2[C@H:12]([CH:13]=[C:14]([CH3:16])[CH3:15])[C@H:11]([O:17][C:18](=[O:20])[CH3:19])[C:10]2=[O:21])=CC=1>C(#N)C.O>[C:18]([O:17][C@H:11]1[C@@H:12]([CH:13]=[C:14]([CH3:16])[CH3:15])[NH:9][C:10]1=[O:21])(=[O:20])[CH3:19]. Procedure details: A solution of the (±)-cis-N-(4-methoxyphenyl)-3-acetyloxy-4-isobutenylazetidin-2-one (4.88 g, 16.2 mmol) was dissolved in acetonitrile (50 mL) and cooled to 0°-5° C. in an ice bath. To this was added a cold solution of ceric ammonium nitrate (26.6 g, 48.6 mmol, 50 mL) in one portion. The deep red reaction was allowed to stir for 10 min and during that time the color gradually lightened to orange. The cold solution was transferred to a separatory funnel, diluted with water, and extracted with eth... Reactants: FC(C(=O)O)(F)F (trifluoroacetic acid), C(C1=CC=CO1)C(C(O)(C1=CC=C(C=C1)C)N)C (2-furfuryl-2-methyl-amino-1-p-methyl-phenyl-ethanol), N (ammonia). Run in C(CCl)Cl (ethylene chloride). Yields the product C1(=CC=C(C=C1)C1NC(CC2=C1C=CO2)C)C (4-p-Tolyl-6-methyl-4,5,6,7-tetrahydro-furano[3,2-c]pyridine). As a reaction SMILES: [CH2:1]([CH:7](C)[C:8]([NH2:17])([C:10]1[CH:15]=[CH:14][C:13]([CH3:16])=[CH:12][CH:11]=1)O)[C:2]1[O:6][CH:5]=[CH:4][CH:3]=1.F[C:20](F)(F)C(O)=O.N>C(Cl)CCl>[C:13]1([CH3:16])[CH:12]=[CH:11][C:10]([CH:8]2[C:7]3[CH:1]=[CH:2][O:6][C:5]=3[CH2:4][CH:3]([CH3:20])[NH:17]2)=[CH:15][CH:14]=1. Procedure: Twenty grams (0.08 mol) of 2-furfuryl-2-methyl-amino-1-p-methyl-phenyl-ethanol were dissolved in 100 ml of ethylene chloride and heated to boiling point for three hours with 100 ml of trifluoroacetic acid. The reaction mixture was poured onto ice and neutralized with concentrated ammonia. The organic constituents were extracted with ether. Aftery drying, the ether was distilled off in vacuo. The residue was purified over silica gel [cyclohexane/ethyl acetate (1:1)]. After the solvent was distill... Starting materials: C(=O)(C(F)(F)F)O (TFA), FC1=C(C(=CC=C1)F)C=1SC=C(N1)C(=O)NC=1C(=C2C(=NC1)SC=C2)N2C[C@H](CCC2)NC(OC(C)(C)C)=O (tert-butyl {(3S)-1-[5-({[2-(2,6-difluorophenyl)-1,3-thiazol-4-yl]carbonyl}amino)thieno[2,3-b]pyridin-4-yl]piperidin-3-yl}carbamate). The solvent is C(Cl)Cl (DCM). Reaction conditions: time 30 minute. The product is N[C@@H]1CN(CCC1)C1=C2C(=NC=C1NC(=O)C=1N=C(SC1)C1=C(C=CC=C1F)F)SC=C2 (N-{4-[(3S)-3-Aminopiperidin-1-yl]thieno[2,3-b]pyridin-5-yl}-2-(2,6-difluorophenyl)-1,3-thiazole-4-carboxamide). The yield is 34.4%. RXN SMILES: C(O)(C(F)(F)F)=O.[F:8][C:9]1[CH:14]=[CH:13][CH:12]=[C:11]([F:15])[C:10]=1[C:16]1[S:17][CH:18]=[C:19]([C:21]([NH:23][C:24]2[C:25]([N:33]3[CH2:38][CH2:37][CH2:36][C@H:35]([NH:39]C(=O)OC(C)(C)C)[CH2:34]3)=[C:26]3[CH:32]=[CH:31][S:30][C:27]3=[N:28][CH:29]=2)=[O:22])[N:20]=1>C(Cl)Cl>[NH2:39][C@H:35]1[CH2:36][CH2:37][CH2:38][N:33]([C:25]2[C:24]([NH:23][C:21]([C:19]3[N:20]=[C:16]([C:10]4[C:9]([F:8])=[CH:14][CH:13]=[CH:12][C:11]=4[F:15])[S:17][CH:18]=3)=[O:22])=[CH:29][N:28]=[C:27]3[S:30][CH:31]=[CH:32][C:26]=23)[CH2:34]1. Procedure: TFA (2.0 mL) was added to a solution of tert-butyl {(3S)-1-[5-({[2-(2,6-difluorophenyl)-1,3-thiazol-4-yl]carbonyl}amino)thieno[2,3-b]pyridin-4-yl]piperidin-3-yl}carbamate (118.2 mg, 0.2068 mmol) in DCM (2.0 mL). The mixture was stirred at room temperature for 30 min., and then concentrated under reduced pressure. The resulting residue was purified using RP-HPLC (XBridge™ C18 column, eluting with a gradient of MeCN/water containing 0.1% NH4OH, at flow rate of 30 mL/min.) to afford the title compo... The reactants are O.[Na+].[Cl-] (normal saline), CN1[C@@H]2CC[C@H]1C[C@H](C2)OC(=O)C(CO)C=3C=CC=CC3 (atropine). Yields the product C(CCCCCCCCCCCCCCC)(=O)OC (Methyl Palmitate). As a reaction SMILES: O.[Na+].[Cl-].CN1[C@@H]2C[C@@H:11]([O:13][C:14]([CH:16]([C:19]3[CH:20]=[CH:21][CH:22]=[CH:23][CH:24]=3)CO)=[O:15])C[C@H]1CC2>>[C:14]([O:13][CH3:11])(=[O:15])[CH2:16][CH2:19][CH2:20][CH2:21][CH2:22][CH2:23][CH2:24][CH2:14][CH2:16][CH2:19][CH2:24][CH2:23][CH2:22][CH2:21][CH3:20] |f:0.1.2|. Procedure: Basal gastric acidity was determined by pyloric ligation under ether anaesthesia followed by gastric lavage with normal saline. Except for the control group, all the rats received 3 doses (1, 3 & 5 mg/kg) of the said compound and standard antagonist atropine (0.01, 0.05 & 0.1 mg/kg) subcutaneously 15 minutes prior to pyloric ligation. Three hours later the animals were killed and the stomach was tied at the oesophageal junction and removed. The contents were collected by cutting along the greate...